Dataset: the Open Reaction Database (ORD), a public repository of structured organic reaction records. Task: describe an organic reaction: reactants, conditions, products, and yield The reactants are CS(=O)(=O)OC[C@H]1CN2C(C(O1)C=1OC(=CC1)Cl)=C1C(=C2C2=CC(=CC=C2)F)C(N(C(N1C)=O)C)=O (((8R)-10-(5-chlorofuran-2-yl)-5-(3-fluorophenyl)-1,3-dimethyl-2,4-dioxo-2,3,4,7,8,10-hexahydro-1H-pyrimido[4′,5′:3,4]pyrrolo[2,1-c][1,4]oxazin-8-yl)methyl methanesulfonate), C([O-])([O-])=O.[Cs+].[Cs+] (cesium carbonate), N1C=NC=C1 (imidazole), N1C=NC=C1 (imidazole), C([O-])([O-])=O.[Cs+].[Cs+] (cesium carbonate). Solvent: C(C)#N (acetonitrile), O (water). Reaction conditions: temperature 80 celsius, time 3.5 hour. Product: N1(C=NC=C1)C[C@H]1CN2C([C@@H](O1)C=1OC(=CC1)Cl)=C1C(=C2C2=CC(=CC=C2)F)C(N(C(N1C)=O)C)=O ((8R,10R)-8-((1H-Imidazol-1-yl)methyl)-10-(5-chlorofuran-2-yl)-5-(3-fluorophenyl)-1,3-dimethyl-7,8-dihydro-1H-pyrimido[4′,5′:3,4]pyrrolo[2,1-c][1,4]oxazine-2,4(3H,10H)-dione). As a reaction SMILES: CS(O[CH2:6][C@@H:7]1[O:12][CH:11]([C:13]2[O:14][C:15]([Cl:18])=[CH:16][CH:17]=2)[C:10]2=[C:19]3[N:32]([CH3:33])[C:31](=[O:34])[N:30]([CH3:35])[C:29](=[O:36])[C:20]3=[C:21]([C:22]3[CH:27]=[CH:26][CH:25]=[C:24]([F:28])[CH:23]=3)[N:9]2[CH2:8]1)(=O)=O.C(=O)([O-])[O-].[Cs+].[Cs+].[NH:43]1[CH:47]=[CH:46][N:45]=[CH:44]1>C(#N)C.O>[N:43]1([CH2:6][C@@H:7]2[O:12][C@@H:11]([C:13]3[O:14][C:15]([Cl:18])=[CH:16][CH:17]=3)[C:10]3=[C:19]4[N:32]([CH3:33])[C:31](=[O:34])[N:30]([CH3:35])[C:29](=[O:36])[C:20]4=[C:21]([C:22]4[CH:27]=[CH:26][CH:25]=[C:24]([F:28])[CH:23]=4)[N:9]3[CH2:8]2)[CH:47]=[CH:46][N:45]=[CH:44]1 |f:1.2.3|. Procedure details: A mixture of ((8R)-10-(5-chlorofuran-2-yl)-5-(3-fluorophenyl)-1,3-dimethyl-2,4-dioxo-2,3,4,7,8,10-hexahydro-1H-pyrimido[4′,5′:3,4]pyrrolo[2,1-c][1,4]oxazin-8-yl)methyl methanesulfonate (117 mg, 0.217 mmol), cesium carbonate (142 mg, 0.435 mmol) and imidazole (22.51 mg, 0.331 mmol) in acetonitrile (6 mL) was heated at 80° C. for 16 hours, then at 85° C. for 3.5 hours. Further portions of imidazole (22.51 mg, 0.331 mmol) and cesium carbonate (142 mg, 0.435 mmol) were added and the mixture heated f... The reactants are CO, Cl, NO, [Na+], O, O=C([O-])O, CC(=O)c1cc2ccccc2o1. Product: CC(=NO)c1cc2ccccc2o1. As a reaction SMILES: [CH3:22][OH:23].[ClH:13].[NH2:14][OH:15].[Na+:16].[OH2:21].[OH:17][C:18](=[O:19])[O-:20].[o:1]1[c:2]([C:10](=[O:11])[CH3:12])[cH:3][c:4]2[c:5]1[cH:6][cH:7][cH:8][cH:9]2>>[o:1]1[c:2]([C:10]([CH3:12])=[N:14][OH:15])[cH:3][c:4]2[c:5]1[cH:6][cH:7][cH:8][cH:9]2. The reactants are CC(C)C[AlH]CC(C)C (DIBAL-H), ClC1=NC=2C=3N(C(CC2C=C1)CC#N)C=1C=CC=C(C1C3)F (2-(2-chloro-11-fluoro-5,6-dihydroindolo[1,2-h][1,7]naphthyridin-6-yl)acetonitrile), O (water). The solvent is C(Cl)Cl (DCM). Run at temperature -78 celsius. The product is ClC1=NC=2C=3N(C(CC2C=C1)CC=O)C=1C=CC=C(C1C3)F (2-(2-chloro-11-fluoro-5,6-dihydroindolo[1,2-h][1,7]naphthyridin-6-yl)acetaldehyde). Isolated yield 66.0%. RXN SMILES: [Cl:1][C:2]1[CH:11]=[CH:10][C:9]2[CH2:8][CH:7]([CH2:12][C:13]#N)[N:6]3[C:15]4[CH:16]=[CH:17][CH:18]=[C:19]([F:22])[C:20]=4[CH:21]=[C:5]3[C:4]=2[N:3]=1.CC(C[AlH]CC(C)C)C.[OH2:32]>C(Cl)Cl>[Cl:1][C:2]1[CH:11]=[CH:10][C:9]2[CH2:8][CH:7]([CH2:12][CH:13]=[O:32])[N:6]3[C:15]4[CH:16]=[CH:17][CH:18]=[C:19]([F:22])[C:20]=4[CH:21]=[C:5]3[C:4]=2[N:3]=1. Reported procedure: A solution of 2-(2-chloro-11-fluoro-5,6-dihydroindolo[1,2-h][1,7]naphthyridin-6-yl)acetonitrile (300 mg, 0.78 mmol) in DCM (6 mL) was stirred at −78° C. for 10 minutes. Then DIBAL-H (1 ml, 1 mmol) was added slowly to the reaction mixture at −78° C. Then the mixture was heated at −78° C. for 2 hours. The mixture was diluted with water (30 mL) and extracted with EA (20 mL×3). The organic layer was washed with brine (30 mL), dried over Na2SO4 and concentrated. The residue was purified by column (PE... The product is C(C)C1=C(C(=CC(=C1)C)CC)C1C(C2CC(CC2C1=O)C#N)=O (5-(2,6-Diethyl-4-methylphenyl)-4,6-dioxooctahydropentalene-2-carbonitrile). Run in C(=O)O (formic acid), C(C)(=O)OCC (ethyl acetate). Reactants: CC(C(=O)OC1C(C(C2CC(CC12)C=O)=O)C1=C(C=C(C=C1CC)C)CC)(C)C (2-(2,6-diethyl-4-methylphenyl)-5-formyl-3-oxooctahydropentalen-1-yl 2,2-dimethylpropanoate), O (water), C(=O)[O-].[Na+] (sodium formate), Cl.NO (hydroxylamine hydrochloride). Procedure details: 0.91 g (2.30 mmol) of 2-(2,6-diethyl-4-methylphenyl)-5-formyl-3-oxooctahydropentalen-1-yl 2,2-dimethylpropanoate (Example I-b-2), 0.78 g (11.48 mmol) of sodium formate and 0.80 g (11.48 mmol) of hydroxylamine hydrochloride in 30 ml of formic acid are heated at reflux for 72 h. 50 ml of water are then added, and the mixture is stirred at room temperature for 1 h, taken up in ethyl acetate, washed twice with water, dried (magnesium sulphate) and concentrated using a rotary evaporator. The residue ... Reaction conditions: time 1 hour. RXN SMILES: CC(C)(C)C([O:5][CH:6]1[CH:13]2[CH:9]([CH2:10][CH:11]([CH:14]=O)[CH2:12]2)[C:8](=[O:16])[CH:7]1[C:17]1[C:22]([CH2:23][CH3:24])=[CH:21][C:20]([CH3:25])=[CH:19][C:18]=1[CH2:26][CH3:27])=O.C([O-])=O.[Na+].Cl.[NH2:35]O.O>C(O)=O.C(OCC)(=O)C>[CH2:26]([C:18]1[CH:19]=[C:20]([CH3:25])[CH:21]=[C:22]([CH2:23][CH3:24])[C:17]=1[CH:7]1[C:6](=[O:5])[CH:13]2[CH:9]([CH2:10][CH:11]([C:14]#[N:35])[CH2:12]2)[C:8]1=[O:16])[CH3:27] |f:1.2,3.4|. Starting materials: [Al+3], CCOC(=O)c1c(C)nc2c(NCc3c(C)cc(F)cc3CC)cc(C)cn12, [H-], [H-], [H-], [H-], [Li+], [Na+], C1CCOC1, [OH-], O. The product is CCc1cc(F)cc(C)c1CNc1cc(C)cn2c(CO)c(C)nc12. RXN SMILES: [Al+3:2].[C:7](=[O:8])([O:9][CH2:10][CH3:11])[c:12]1[c:13]([CH3:34])[n:14][c:15]2[n:16]1[cH:17][c:18]([CH3:33])[cH:19][c:20]2[NH:21][CH2:22][c:23]1[c:24]([CH2:31][CH3:32])[cH:25][c:26]([F:30])[cH:27][c:28]1[CH3:29].[H-:1].[H-:4].[H-:5].[H-:6].[Li+:3].[Na+:37].[O:38]1[CH2:39][CH2:40][CH2:41][CH2:42]1.[OH-:36].[OH2:35]>>[CH2:7]([OH:8])[c:12]1[c:13]([CH3:34])[n:14][c:15]2[n:16]1[cH:17][c:18]([CH3:33])[cH:19][c:20]2[NH:21][CH2:22][c:23]1[c:24]([CH2:31][CH3:32])[cH:25][c:26]([F:30])[cH:27][c:28]1[CH3:29].